Dataset: the Open Reaction Database (ORD), a public repository of structured organic reaction records. Task: describe an organic reaction: reactants, conditions, products, and yield The solvent is O1CCCC1 (tetrahydrofuran). Procedure: To a stirred solution of 5-chloro-4-((2,6-dimethylcyclohexyl)methoxy)-2-fluorobenzoic acid (0.07 g, 0.22 mmol) in tetrahydrofuran (2 mL) under an atmosphere of nitrogen was added carbonyldiimidazole (0.053 g, 0.33 mmol). The reaction mixture was stirred at 70° C. for 1 hour. The mixture was cooled to room temperature and 1,8-diazabicyclo[5.4.0]undec-7-ene (0.07 mL, 0.45 mmol) was added followed by cyclopropanesulfonamide (0.045 mg, 0.374 mmol). Stirring continued at room temperature for 18 hours... Yields the product C1(CC1)C=1C(=CC(=C(C(=O)NS(=O)(=O)C2CC2)C1)F)OCC1C(CCCC1C)C (5-cyclopropyl-N-(cyclopropylsulfonyl)-4-((2,6-dimethylcyclohexyl)-methoxy)-2-fluorobenzamide). The reactants are C1(CC1)S(=O)(=O)N (cyclopropanesulfonamide), Cl (hydrochloric acid), ClC=1C(=CC(=C(C(=O)O)C1)F)OCC1C(CCCC1C)C (5-chloro-4-((2,6-dimethylcyclohexyl)methoxy)-2-fluorobenzoic acid), C(=O)(N1C=NC=C1)N1C=NC=C1 (carbonyldiimidazole), N12CCCCCC2=NCCC1 (1,8-diazabicyclo[5.4.0]undec-7-ene). The yield is 27.9%. As a reaction SMILES: Cl[C:2]1[C:3]([O:12][CH2:13][CH:14]2[CH:19]([CH3:20])[CH2:18][CH2:17][CH2:16][CH:15]2[CH3:21])=[CH:4][C:5]([F:11])=[C:6]([CH:10]=1)[C:7]([OH:9])=O.C(N1C=CN=C1)(N1C=CN=C1)=O.N12[CH2:44][CH2:43][CH2:42]N=C1CCCCC2.[CH:45]1([S:48]([NH2:51])(=[O:50])=[O:49])[CH2:47][CH2:46]1.Cl>O1CCCC1>[CH:43]1([C:2]2[C:3]([O:12][CH2:13][CH:14]3[CH:19]([CH3:20])[CH2:18][CH2:17][CH2:16][CH:15]3[CH3:21])=[CH:4][C:5]([F:11])=[C:6]([CH:10]=2)[C:7]([NH:51][S:48]([CH:45]2[CH2:47][CH2:46]2)(=[O:50])=[O:49])=[O:9])[CH2:44][CH2:42]1. Conditions: temperature 70 celsius, time 1 hour. Starting materials: CC(C)(c1ccccc1)n1nnc(-c2ccccc2-c2ccc(CBr)cc2)n1, [Li]CCCC, CCCCn1cc(C(=O)O)c2ccccc21, C1CCOC1, CCOC(C)=O, [Cl-], [Cl-], [Na+], [OH-], [Zn+2], c1ccc(P(c2ccccc2)(c2ccccc2)[Pd](P(c2ccccc2)(c2ccccc2)c2ccccc2)(P(c2ccccc2)(c2ccccc2)c2ccccc2)P(c2ccccc2)(c2ccccc2)c2ccccc2)cc1. The product is CCCCn1c(Cc2ccc(-c3ccccc3-c3nnn(C(C)(C)c4ccccc4)n3)cc2)c(C(=O)O)c2ccccc21. Reaction SMILES: [Br:22][CH2:23][c:24]1[cH:25][cH:26][c:27](-[c:30]2[c:31](-[c:36]3[n:37][n:38][n:39]([C:41]([CH3:42])([c:43]4[cH:44][cH:45][cH:46][cH:47][cH:48]4)[CH3:49])[n:40]3)[cH:32][cH:33][cH:34][cH:35]2)[cH:28][cH:29]1.[CH2:17]([Li:18])[CH2:19][CH2:20][CH3:21].[CH2:1]([CH2:2][CH2:3][CH3:4])[n:5]1[cH:6][c:7]([C:14](=[O:15])[OH:16])[c:8]2[cH:9][cH:10][cH:11][cH:12][c:13]12.[CH2:52]1[O:53][CH2:54][CH2:55][CH2:56]1.[CH3:137][CH2:138][O:139][C:140](=[O:141])[CH3:142].[Cl-:57].[Cl-:59].[Na+:51].[OH-:50].[Zn+2:58].[cH:60]1[cH:61][cH:62][c:63]([P:64]([Pd:65]([P:66]([c:67]2[cH:68][cH:69][cH:70][cH:71][cH:72]2)([c:73]2[cH:74][cH:75][cH:76][cH:77][cH:78]2)[c:79]2[cH:80][cH:81][cH:82][cH:83][cH:84]2)([P:85]([c:86]2[cH:87][cH:88][cH:89][cH:90][cH:91]2)([c:92]2[cH:93][cH:94][cH:95][cH:96][cH:97]2)[c:98]2[cH:99][cH:100][cH:101][cH:102][cH:103]2)[P:104]([c:105]2[cH:106][cH:107][cH:108][cH:109][cH:110]2)([c:111]2[cH:112][cH:113][cH:114][cH:115][cH:116]2)[c:117]2[cH:118][cH:119][cH:120][cH:121][cH:122]2)([c:123]2[cH:124][cH:125][cH:126][cH:127][cH:128]2)[c:129]2[cH:130][cH:131][cH:132][cH:133][cH:134]2)[cH:135][cH:136]1>>[CH2:1]([CH2:2][CH2:3][CH3:4])[n:5]1[c:6]([CH2:23][c:24]2[cH:25][cH:26][c:27](-[c:30]3[c:31](-[c:36]4[n:37][n:38][n:39]([C:41]([CH3:42])([c:43]5[cH:44][cH:45][cH:46][cH:47][cH:48]5)[CH3:49])[n:40]4)[cH:32][cH:33][cH:34][cH:35]3)[cH:28][cH:29]2)[c:7]([C:14](=[O:15])[OH:16])[c:8]2[cH:9][cH:10][cH:11][cH:12][c:13]12. The reactants are CC1=C(C(=NC=C1C#CCO)F)C (Dimethylhydroxymethyl-2-fluoro-5-pyridylacetylene), [OH-].[Na+] (NaOH). Solvent: C1(=CC=CC=C1)C (toluene), C1(=CC=CC=C1)C (Toluene). Run at temperature 120 celsius. The product is FC1=CC=C(C=N1)C#C (6-fluoro-3-pyridylethyne). Isolated yield 32.1%. As a reaction SMILES: C[C:2]1[C:7]([C:8]#[C:9]CO)=[CH:6][N:5]=[C:4]([F:12])[C:3]=1C.[OH-].[Na+]>C1(C)C=CC=CC=1>[F:12][C:4]1[N:5]=[CH:6][C:7]([C:8]#[CH:9])=[CH:2][CH:3]=1 |f:1.2|. Procedure details: 0.830 mg (4.63 mmol) of Dimethylhydroxymethyl-2-fluoro-5-pyridylacetylene and 195 mg (4.86 mmol) of NaOH (KISHIDA CHEMICAL CO., Ltd., 0.7 mm granular, 98%) were placed in a 50 mL two-neck flask equipped with a reflux condenser and the air inside the flask was replaced with Ar. 23 mL of toluene was added thereto and the mixture was refluxed at 120° C. for 1 hour. Toluene was added to the reaction mixture and the mixture was washed with a saturated aqueous ammonium chloride solution and dried over...